This data is from the Open Reaction Database (ORD), a public repository of structured organic reaction records. The task is: describe an organic reaction: reactants, conditions, products, and yield The reactants are Cl.N1C[C@@H](CC1)NC(=O)C1=CNC2=C1N=CN=C2C2=C(C=CC=1OCOC12)OCC1CC1 (4-(5-Cyclopropylmethoxy-benzo[1,3]dioxol-4-yl)-5H-pyrrolo[3,2-d]pyrimidine-7-carboxylic acid (R)-pyrrolidin-3-ylamide hydrochloride), C(=O)OC(C)=O (acetic formic anhydride). Yields the product C(=O)N1C[C@@H](CC1)NC(=O)C1=CNC2=C1N=CN=C2C2=C(C=CC=1OCOC12)OCC1CC1 (4-(5-Cyclopropylmethoxy-benzo[1,3]dioxol-4-yl)-5H-pyrrolo[3,2-d]pyrimidine-7-carboxylic acid ((R)-1-formyl-pyrrolidin-3-yl)-amide). Reaction SMILES: Cl.[NH:2]1[CH2:6][CH2:5][C@@H:4]([NH:7][C:8]([C:10]2[C:14]3[N:15]=[CH:16][N:17]=[C:18]([C:19]4[C:27]5[O:26][CH2:25][O:24][C:23]=5[CH:22]=[CH:21][C:20]=4[O:28][CH2:29][CH:30]4[CH2:32][CH2:31]4)[C:13]=3[NH:12][CH:11]=2)=[O:9])[CH2:3]1.[CH:33](OC(=O)C)=[O:34]>>[CH:33]([N:2]1[CH2:6][CH2:5][C@@H:4]([NH:7][C:8]([C:10]2[C:14]3[N:15]=[CH:16][N:17]=[C:18]([C:19]4[C:27]5[O:26][CH2:25][O:24][C:23]=5[CH:22]=[CH:21][C:20]=4[O:28][CH2:29][CH:30]4[CH2:32][CH2:31]4)[C:13]=3[NH:12][CH:11]=2)=[O:9])[CH2:3]1)=[O:34] |f:0.1|. Reported procedure: Starting from 4-(5-Cyclopropylmethoxy-benzo[1,3]dioxol-4-yl)-5H-pyrrolo[3,2-d]pyrimidine-7-carboxylic acid (R)-pyrrolidin-3-ylamide hydrochloride (example A142) and acetic formic anhydride the title compound is obtained as colorless solid. Starting materials: C(C)(=O)C=1C(=NN(C1N)C1=C(C=C(C=C1Cl)C(F)(F)F)Cl)C#N (4-acetyl-5-amino-3-cyano-1-(2,6-dichloro-4-trifluoromethylphenyl)pyrazole), Cl.NO (hydroxylamine hydrochloride). Solvent: N1=CC=CC=C1 (pyridine). Reaction conditions: time 6 hour. The product is NC1=C(C(=NN1C1=C(C=C(C=C1Cl)C(F)(F)F)Cl)C#N)C(C)=NO (5-Amino-3-cyano-1-(2,6-dichloro-4-trifluoromethylphenyl)-4-(1-oximinoethyl)pyrazole). Reaction SMILES: [C:1]([C:4]1[C:5]([C:22]#[N:23])=[N:6][N:7]([C:10]2[C:15]([Cl:16])=[CH:14][C:13]([C:17]([F:20])([F:19])[F:18])=[CH:12][C:11]=2[Cl:21])[C:8]=1[NH2:9])(=O)[CH3:2].Cl.[NH2:25][OH:26]>N1C=CC=CC=1>[NH2:9][C:8]1[N:7]([C:10]2[C:15]([Cl:16])=[CH:14][C:13]([C:17]([F:20])([F:19])[F:18])=[CH:12][C:11]=2[Cl:21])[N:6]=[C:5]([C:22]#[N:23])[C:4]=1[C:1](=[N:25][OH:26])[CH3:2] |f:1.2|. Procedure details: To a stirred solution of 4-acetyl-5-amino-3-cyano-1-(2,6-dichloro-4-trifluoromethylphenyl)pyrazole (0.25g) in pyridine (5 ml) was added hydroxylamine hydrochloride (0.05 g). After stirring at room temperature for 6 hours the mixture was heated at 50° C. for 3 hours, after which it was evaporated. The residue was taken up in ether and washed with aqueous citric acid solution (1M), water, then dried and evaporated. The residue was crystallised from propan-2-ol/hexane and further purified by column... Reactants: BrCCCBr, N#Cc1ccc2[nH]nc(-c3ccccc3)c2c1, CN(C)C=O, [H-], [Na+]. Product: N#Cc1ccc2c(c1)c(-c1ccccc1)nn2CCCBr. Reaction SMILES: [Br:20][CH2:21][CH2:22][CH2:23][Br:24].[C:1](#[N:2])[c:3]1[cH:4][c:5]2[c:6](-[c:12]3[cH:13][cH:14][cH:15][cH:16][cH:17]3)[n:7][nH:8][c:9]2[cH:10][cH:11]1.[CH3:25][N:26]([CH3:27])[CH:28]=[O:29].[H-:18].[Na+:19]>>[C:1](#[N:2])[c:3]1[cH:4][c:5]2[c:6](-[c:12]3[cH:13][cH:14][cH:15][cH:16][cH:17]3)[n:7][n:8]([CH2:23][CH2:22][CH2:21][Br:20])[c:9]2[cH:10][cH:11]1. The reactants are CC(CC)=O (2-Butanone), C(C)(C)[N-]C(C)C.[Li+] (lithium diisopropylamide), C(C1=CC=CC=C1)OCC(=O)OC (Methyl benzyloxyacetate). Solvent: C1CCOC1 (THF). Yields the product C1(=CC=CC=C1)COCC(CC(CC)=O)=O (1-(Phenylmethoxy)-hexane-2,4-dione), oil. Reaction SMILES: [CH3:1][C:2](=[O:5])[CH2:3][CH3:4].C([N-]C(C)C)(C)C.[Li+].[CH2:14]([O:21][CH2:22][C:23]([O:25]C)=O)[C:15]1[CH:20]=[CH:19][CH:18]=[CH:17][CH:16]=1>C1COCC1>[C:15]1([CH2:14][O:21][CH2:22][C:23](=[O:25])[CH2:1][C:2](=[O:5])[CH2:3][CH3:4])[CH:16]=[CH:17][CH:18]=[CH:19][CH:20]=1 |f:1.2|. Procedure: 2-Butanone (32.7 ml) in dry THF (120 ml) was added to lithium diisopropylamide (1.5M in THF; 250 ml) at -78° C. Methyl benzyloxyacetate (30,0 g) was added with stirring and the mixture allowed to warm to room temperature and was then heated at 45° overnight. After cooling the reaction was quenched with saturated ammonium chloride solution, acidified and extracted with ether (3×100 ml). After drying and evaporation, the title compound was obtained as a brown oil (45.6 g). The reactants are hydrochloride salt, C(C)OC(=O)C=1C=NN(C1)C(NC=1C=CC2=C(N=CS2)C1Br)=N (1-[N-(4-bromo-benzothiazol-5-yl)carbamimidoyl]-1H-pyrazole-4-carboxylic acid ethyl ester), N1=CC=CC2=CC=C3C=CC=NC3=C12 (1,10-phenanthroline), C([O-])([O-])=O.[Cs+].[Cs+] (cesium carbonate). The reagents and catalysts are [Cu]I (copper (I) iodide). The solvent is COCCOC (DME). Conditions: temperature 80 celsius. Product: C(C)OC(=O)C=1C=NN(C1)C1=NC2=C(C=3N=CSC3C=C2)N1 (1-(8H-imidazo[4′,5′:3,4]benzo[2,1-d]thiazol-7-yl)-1H-pyrazole-4-carboxylic acid ethyl ester). Isolated yield 21.0%. Reaction SMILES: [CH2:1]([O:3][C:4]([C:6]1[CH:7]=[N:8][N:9]([C:11](=[NH:23])[NH:12][C:13]2[CH:14]=[CH:15][C:16]3[S:20][CH:19]=[N:18][C:17]=3[C:21]=2Br)[CH:10]=1)=[O:5])[CH3:2].N1C2C(=CC=C3C=2N=CC=C3)C=CC=1.C(=O)([O-])[O-].[Cs+].[Cs+]>[Cu]I.COCCOC>[CH2:1]([O:3][C:4]([C:6]1[CH:7]=[N:8][N:9]([C:11]2[NH:23][C:21]3[C:17]4[N:18]=[CH:19][S:20][C:16]=4[CH:15]=[CH:14][C:13]=3[N:12]=2)[CH:10]=1)=[O:5])[CH3:2] |f:2.3.4|. Procedure: The hydrochloride salt of 1-[N-(4-bromo-benzothiazol-5-yl)carbamimidoyl]-1H-pyrazole-4-carboxylic acid ethyl ester (0.128 g, 0.297 mmol), 1,10-phenanthroline (10.7 mg, 59.4 μmol), cesium carbonate (0.290 g, 0.891 mmol), and DME (5.5 mL) were combined in a sealable microwave tube. The tube was sparged with dry nitrogen and copper (I) iodide (5.70 mg, 29.7 μmol) was added. The reaction mixture was further sparged and the tube was sealed and heated at 80° C. for 1.75 h. The reaction mixture was par... Reactants: Cl (HCl), ClC1=C(CSC=2N(C(=NN2)O)C2=C(C=CC=C2)C(F)(F)F)C(=CC=C1)F (5-((2-chloro-6-fluorobenzyl)thio)-4-(2-(trifluoromethyl)phenyl)-4H-1,2,4-triazol-3-ol), ClC1=C(CBr)C(=CC=C1)F (2-chloro-6-fluorobenzyl bromide), C[O-].[Na+] (sodium methoxide). Run in CN(C)C=O (DMF). Run at temperature 80 celsius, time 8 hour. Yields the product ClC1=C(COC2=NN=C(N2C2=C(C=CC=C2)C(F)(F)F)SCC2=C(C=CC=C2F)Cl)C(=CC=C1)F (3-((2-Chloro-6-fluorobenzyl)oxy)-5-((2-chloro-6-fluorobenzyl)thio)-4-(2-(trifluoromethyl)phenyl)-4H-1,2,4-triazole). As a reaction SMILES: [Cl:1][C:2]1[CH:25]=[CH:24][CH:23]=[C:22]([F:26])[C:3]=1[CH2:4][S:5][C:6]1[N:7]([C:12]2[CH:17]=[CH:16][CH:15]=[CH:14][C:13]=2[C:18]([F:21])([F:20])[F:19])[C:8]([OH:11])=[N:9][N:10]=1.[Cl:27][C:28]1[CH:35]=[CH:34][CH:33]=[C:32]([F:36])[C:29]=1[CH2:30]Br.C[O-].[Na+].Cl>CN(C=O)C>[Cl:27][C:28]1[CH:35]=[CH:34][CH:33]=[C:32]([F:36])[C:29]=1[CH2:30][O:11][C:8]1[N:7]([C:12]2[CH:17]=[CH:16][CH:15]=[CH:14][C:13]=2[C:18]([F:21])([F:19])[F:20])[C:6]([S:5][CH2:4][C:3]2[C:22]([F:26])=[CH:23][CH:24]=[CH:25][C:2]=2[Cl:1])=[N:10][N:9]=1 |f:2.3|. Procedure details: A mixture of 5-((2-chloro-6-fluorobenzyl)thio)-4-(2-(trifluoromethyl)phenyl)-4H-1,2,4-triazol-3-ol (50 mg, 0.124 mmol), 2-chloro-6-fluorobenzyl bromide (39 mg, 0.175 mg), and sodium methoxide (18 mg, 0.33 mmol) in anhydrous DMF was stirred at 80° C. for 8 h. The reaction mixture was cooled to room temperature and neutralized to pH 5 with 5N HCl. The solvent was removed in vacuo and the residue was purified by reverse phase HPLC to afford 3-((2-Chloro-6-fluorobenzyl)oxy)-5-((2-chloro-6-fluorobenz... The reactants are CN(N=CCC1=C(C=CC=C1Cl)Cl)C (2,6-dichlorophenylacetaldehyde N,N-dimethylhydrazone), N1C=CC2=CC=CC=C12 (indole). Product: N1(C=CC2=CC=CC=C12)C1=C2C=CN(C2=CC=C1)N(C)C (4-(1-indolyl)-1-(dimethylamino)indole). Yield: 40.0%. Reaction SMILES: [CH3:1][N:2]([CH3:14])[N:3]=[CH:4][CH2:5][C:6]1[C:11](Cl)=[CH:10][CH:9]=[CH:8][C:7]=1Cl.[NH:15]1[C:23]2[C:18](=[CH:19][CH:20]=[CH:21][CH:22]=2)[CH:17]=[CH:16]1>>[N:15]1([C:7]2[CH:8]=[CH:9][CH:10]=[C:11]3[C:6]=2[CH:5]=[CH:4][N:3]3[N:2]([CH3:14])[CH3:1])[C:23]2[C:18](=[CH:19][CH:20]=[CH:21][CH:22]=2)[CH:17]=[CH:16]1. Procedure details: 4-(1-indolyl)-1-(dimethylamino)indole was prepared in the same manner as in Example 16 except that 2,6-dichlorophenylacetaldehyde N,N-dimethylhydrazone was used in place of 2,4-dichlorophenylacetaldehyde N,N-dimethylhydrazone, and indole (212 mg, 1.81 mmol) was used in place of pyrrole. (Yield: 40%).